From a dataset of the Open Reaction Database (ORD), a public repository of structured organic reaction records. describe an organic reaction: reactants, conditions, products, and yield Reactants: Cl.NCC(=O)N (glycine amide hydrochloride), O (water), [OH-].[Na+] (sodium hydroxide), O=C(C=O)C1=CC=CC=C1 (oxo(phenyl)acetaldehyde), [OH-].[Na+] (sodium hydroxide). Solvent: CO (methanol), CO (methanol), C(C)(=O)O (acetic acid), CO (methanol). Reaction conditions: temperature -20 celsius, time 1 hour. The product is C1(=CC=CC=C1)C=1N=CC(NC1)=O (5-phenylpyrazin-2(1H)-one). Yield: 75.6%. As a reaction SMILES: Cl.[NH2:2][CH2:3][C:4]([NH2:6])=[O:5].O.[OH-].[Na+].O=[C:11]([C:14]1[CH:19]=[CH:18][CH:17]=[CH:16][CH:15]=1)[CH:12]=O>CO.C(O)(=O)C>[C:14]1([C:11]2[N:2]=[CH:3][C:4](=[O:5])[NH:6][CH:12]=2)[CH:19]=[CH:18][CH:17]=[CH:16][CH:15]=1 |f:0.1,3.4|. Reported procedure: To a mixture of glycine amide hydrochloride (0.73 g), methanol (6.0 mL) and water (1.5 mL) were added a 12.5M aqueous sodium hydroxide solution (0.80 mL) and a solution of sodium hydroxide (0.26 g) in methanol (3.0 mL) at −30° C. Then, a solution of oxo(phenyl)acetaldehyde (1.0 g) in methanol (5.0 mL) was added, and the mixture was stirred at −20° C. for 2 hr and at room temperature for 1 hr. The reaction mixture was neutralized with acetic acid, and the resulting solid was collected by filtrati... Starting materials: CN(C)c1ccccn1, CC(=O)OC(C)=O, ClCCl, O=C1C2CC3CC1CC(O)(C3)C2. Yields the product CC(=O)OC12CC3CC(C1)C(=O)C(C3)C2. RXN SMILES: [CH3:13][N:14]([c:15]1[cH:16][cH:17][cH:18][cH:19][n:20]1)[CH3:21].[CH3:22][C:23](=[O:24])[O:25][C:26](=[O:27])[CH3:28].[Cl:29][CH2:30][Cl:31].[OH:1][C:2]12[CH2:3][CH:4]3[C:5](=[O:12])[CH:6]([CH2:7][CH:8]([CH2:9]1)[CH2:10]3)[CH2:11]2>>[O:1]([C:2]12[CH2:3][CH:4]3[C:5](=[O:12])[CH:6]([CH2:7][CH:8]([CH2:9]1)[CH2:10]3)[CH2:11]2)[C:23]([CH3:22])=[O:24]. Reactants: CC(=O)[O-], CC(=O)[O-], C1COCCN1, CC(C)(C)[O-], Cc1c(Oc2ccc(Br)cc2F)ncnc1OC1CCN(C(=O)OC(C)C)CC1, [Na+], C1COCCO1, [Pd+2], CC(C)(C)P(c1ccccc1-c1ccccc1)C(C)(C)C. Yields the product Cc1c(Oc2ccc(N3CCOCC3)cc2F)ncnc1OC1CCN(C(=O)OC(C)C)CC1. As a reaction SMILES: [C:69]([O-:70])(=[O:71])[CH3:72].[C:74]([O-:75])(=[O:76])[CH3:77].[CH2:30]1[CH2:31][O:32][CH2:33][CH2:34][NH:35]1.[CH3:57][C:58]([CH3:59])([O-:60])[CH3:61].[CH:1]([CH3:2])([CH3:3])[O:4][C:5](=[O:6])[N:7]1[CH2:8][CH2:9][CH:10]([O:13][c:14]2[n:15][cH:16][n:17][c:18]([O:21][c:22]3[c:23]([F:29])[cH:24][c:25]([Br:28])[cH:26][cH:27]3)[c:19]2[CH3:20])[CH2:11][CH2:12]1.[Na+:62].[O:63]1[CH2:64][CH2:65][O:66][CH2:67][CH2:68]1.[Pd+2:73].[c:36]1(-[c:37]2[cH:38][cH:39][cH:40][cH:41][cH:42]2)[cH:43][cH:44][cH:45][cH:46][c:47]1[P:48]([C:49]([CH3:50])([CH3:51])[CH3:52])[C:53]([CH3:54])([CH3:55])[CH3:56]>>[CH:1]([CH3:2])([CH3:3])[O:4][C:5](=[O:6])[N:7]1[CH2:8][CH2:9][CH:10]([O:13][c:14]2[n:15][cH:16][n:17][c:18]([O:21][c:22]3[c:23]([F:29])[cH:24][c:25]([N:35]4[CH2:30][CH2:31][O:32][CH2:33][CH2:34]4)[cH:26][cH:27]3)[c:19]2[CH3:20])[CH2:11][CH2:12]1. Starting materials: C(C)(C)(C)OC(CCCCCCCCCCCCCCNC(CN(CC(=O)OC)C(=O)OC(C)(C)C)=O)=O (15-[2-(tert-Butoxycarbonyl methoxycarbonylmethyl amino)acetylamino]pentadecanoic acid tert-butyl ester), [OH-].[Na+] (NaOH). Run in C1CCOC1 (THF). Conditions: time 16 hour. The product is C(C)(C)(C)OC(CCCCCCCCCCCCCCNC(CN(CC(=O)O)C(=O)OC(C)(C)C)=O)=O (15-[2-(tert-Butoxycarbonyl-carboxymethyl-amino)acetylamino]pentadecanoic acid tert-butyl ester). As a reaction SMILES: [C:1]([O:5][C:6](=[O:38])[CH2:7][CH2:8][CH2:9][CH2:10][CH2:11][CH2:12][CH2:13][CH2:14][CH2:15][CH2:16][CH2:17][CH2:18][CH2:19][CH2:20][NH:21][C:22](=[O:37])[CH2:23][N:24]([C:30]([O:32][C:33]([CH3:36])([CH3:35])[CH3:34])=[O:31])[CH2:25][C:26]([O:28]C)=[O:27])([CH3:4])([CH3:3])[CH3:2].[OH-].[Na+]>C1COCC1>[C:1]([O:5][C:6](=[O:38])[CH2:7][CH2:8][CH2:9][CH2:10][CH2:11][CH2:12][CH2:13][CH2:14][CH2:15][CH2:16][CH2:17][CH2:18][CH2:19][CH2:20][NH:21][C:22](=[O:37])[CH2:23][N:24]([C:30]([O:32][C:33]([CH3:36])([CH3:35])[CH3:34])=[O:31])[CH2:25][C:26]([OH:28])=[O:27])([CH3:4])([CH3:2])[CH3:3] |f:1.2|. Reported procedure: 15-[2-(tert-Butoxycarbonyl methoxycarbonylmethyl amino)acetylamino]pentadecanoic acid tert-butyl ester (0.22 g, 0.405 mmol) was dissolved in THF (5 mL) and 1 N NaOH (0.405 mL) was added. The mixture was stirred under nitrogen for 16 h. The mixture was concentrated under vacuum. The residue was suspended in AcOEt (ca 25 mL) and water (15 mL) and AcOH (3 mL) were added. The organic phase was isolated and washed with water (15 mL)+AcOH (1 mL), water (15 mL) and dried over magnesium sulphate, and co... Starting materials: NC1=C(C2=C(S1)CCC2)C(=O)C=2SC=CC2 ((2-amino-5,6-dihydro-4H-cyclopenta[b]thiophen-3-yl)-thiophen-2-yl-methanone), CC(CC(C)=O)=O (pentane-2,4-dione). Reagents/catalysts: S(O)(O)(=O)=O (sulfuric acid). The solvent is C(C)(=O)O (acetic acid). Reaction conditions: temperature 80 celsius, time 15 minute. Yields the product CC1=C(C(=C2C(=N1)SC1=C2CCC1)C=1SC=CC1)C(C)=O (1-(2-methyl-4-thiophen-2-yl-6,7-dihydro-5H-cyclopenta[4,5]thieno [2,3-b]pyridin-3-yl)-ethanone). The yield is 39.2%. As a reaction SMILES: [NH2:1][C:2]1[S:6][C:5]2[CH2:7][CH2:8][CH2:9][C:4]=2[C:3]=1[C:10]([C:12]1[S:13][CH:14]=[CH:15][CH:16]=1)=O.[CH3:17][C:18](=O)[CH2:19][C:20](=[O:22])[CH3:21]>C(O)(=O)C.S(=O)(=O)(O)O>[CH3:17][C:18]1[N:1]=[C:2]2[S:6][C:5]3[CH2:7][CH2:8][CH2:9][C:4]=3[C:3]2=[C:10]([C:12]2[S:13][CH:14]=[CH:15][CH:16]=2)[C:19]=1[C:20](=[O:22])[CH3:21]. Procedure: To a stirred solution of 55 mg (0.22 mmol) (2-amino-5,6-dihydro-4H-cyclopenta[b]thiophen-3-yl)-thiophen-2-yl-methanone in 2 ml acetic acid was added 0.016 ml (0.24 mmol) of pentane-2,4-dione and one drop of sulfuric acid. The mixture was then stirred at 80° C. for 15 minutes in a microwave and then concentrated in vacuo. Flash chromatography (heptane/ethyl acetate 6:1) afforded 27 mg (39%) 1-(2-methyl-4-thiophen-2-yl-6,7-dihydro-5H-cyclopenta[4,5]thieno [2,3-b]pyridin-3-yl)-ethanone as a yellow ... The reactants are NC1=NC(=CC(=N1)Cl)Cl (2-Amino-4,6-dichloropyrimidine), FC(C1NCCC1)(F)F (2-trifluoromethylpyrrolidine), CCN(C(C)C)C(C)C (Hunig's base). The solvent is CC#N (CH3CN). Product: ClC1=NC(=NC(=C1)N1C(CCC1)C(F)(F)F)N (4-Chloro-6-[2-(trifluoromethyl)-1-pyrrolidinyl]-2-pyrimidinamine). Isolated yield 36.6%. As a reaction SMILES: [NH2:1][C:2]1[N:7]=[C:6]([Cl:8])[CH:5]=[C:4](Cl)[N:3]=1.[F:10][C:11]([F:18])([F:17])[CH:12]1[CH2:16][CH2:15][CH2:14][NH:13]1.CCN(C(C)C)C(C)C>CC#N>[Cl:8][C:6]1[CH:5]=[C:4]([N:13]2[CH2:14][CH2:15][CH2:16][CH:12]2[C:11]([F:18])([F:17])[F:10])[N:3]=[C:2]([NH2:1])[N:7]=1. Procedure: 2-Amino-4,6-dichloropyrimidine (143 mg, 0.870 mmol) was added to a stirring mixture of 2-trifluoromethylpyrrolidine (121 mg, 0.870 mmol) and Hunig's base (0.23 mL, 1.31 mmol) in CH3CN (2.5 mL) in a microwave vessel. The reaction was capped and heated in a microwave reactor for 1 hour. Silica gel chromatography (Analogix RS-12 g cartridge) eluting with 5-10% EtOAc—CHCl3 gave the title compound (85 mg) as a white solid. 1H NMR (400 MHz, CDCl3, * denotes minor rotamer): δ 1.96-2.15 (m, 2H), 2.15-2.... Reactants: C(=O)=O (carbon dioxide), BrC=1C=CC2=C(C(=C(O2)CO)C)C1 (5-bromo-2-hydroxymethyl-3-methylbenzofuran), C(CCC)[Li] (n-butyl-lithium). Run in CCOCC (ether), CCOCC (ether), CCOCC (ether). Reaction conditions: time 2 hour. The product is OCC=1OC2=C(C1C)C=C(C=C2)C(=O)O (2-hydroxymethyl-3-methylbenzofuran-5-carboxylic acid). RXN SMILES: Br[C:2]1[CH:3]=[CH:4][C:5]2[O:9][C:8]([CH2:10][OH:11])=[C:7]([CH3:12])[C:6]=2[CH:13]=1.C([Li])CCC.[C:19](=[O:21])=[O:20]>CCOCC>[OH:11][CH2:10][C:8]1[O:9][C:5]2[CH:4]=[CH:3][C:2]([C:19]([OH:21])=[O:20])=[CH:13][C:6]=2[C:7]=1[CH3:12]. Procedure details: A solution of 5-bromo-2-hydroxymethyl-3-methylbenzofuran (Annalen, 1112, 1973) (1.93 g) in dry ether (50 ml) was added dropwise to a stirred solution of n-butyl-lithium (12.90 ml of 1.55M solution in hexane) in dry ether (50 ml) at 0° C. under an atmosphere of dry nitrogen. The mixture was stirred at 0° for 2 hours and then poured onto a mixture of crushed solid carbon dioxide and ether. When all the carbon dioxide had evaporated the mixture was shaken with water. The aqueous layer was separated... Reactants: Cn1nnc(N(Cc2cc(C(F)(F)F)cc(C(F)(F)F)c2)C2CCCN(CCOCc3ccccc3)c3cc4c(cc32)COC4)n1, CO. Product: Cn1nnc(N(Cc2cc(C(F)(F)F)cc(C(F)(F)F)c2)C2CCCN(CCO)c3cc4c(cc32)COC4)n1. Reaction SMILES: [CH2:1]([c:2]1[cH:3][cH:4][cH:5][cH:6][cH:7]1)[O:8][CH2:9][CH2:10][N:11]1[CH2:12][CH2:13][CH2:14][CH:15]([N:25]([c:26]2[n:27][n:28][n:29]([CH3:31])[n:30]2)[CH2:32][c:33]2[cH:34][c:35]([C:43]([F:44])([F:45])[F:46])[cH:36][c:37]([C:39]([F:40])([F:41])[F:42])[cH:38]2)[c:16]2[cH:17][c:18]3[c:22]([cH:23][c:24]21)[CH2:21][O:20][CH2:19]3.[CH3:47][OH:48]>>[OH:8][CH2:9][CH2:10][N:11]1[CH2:12][CH2:13][CH2:14][CH:15]([N:25]([c:26]2[n:27][n:28][n:29]([CH3:31])[n:30]2)[CH2:32][c:33]2[cH:34][c:35]([C:43]([F:44])([F:45])[F:46])[cH:36][c:37]([C:39]([F:40])([F:41])[F:42])[cH:38]2)[c:16]2[cH:17][c:18]3[c:22]([cH:23][c:24]21)[CH2:21][O:20][CH2:19]3. The solvent is C(C)N(CC)CC (triethylamine). Yields the product FC(C(=O)NCCCC1=CC(=CC=C1)C#CC(C(C)(C)C)(C)O)(F)F (2,2,2-trifluoro-N-(3-(3-(3-hydroxy-3,4,4-trimethylpent-1-ynyl)phenyl)propyl)acetamide). Reaction SMILES: [CH3:1][C:2]([OH:9])([C:5]([CH3:8])([CH3:7])[CH3:6])[C:3]#[CH:4].Br[C:11]1[CH:12]=[C:13]([CH2:17][CH2:18][CH2:19][NH:20][C:21](=[O:26])[C:22]([F:25])([F:24])[F:23])[CH:14]=[CH:15][CH:16]=1.CN(C=O)C>C(N(CC)CC)C>[F:23][C:22]([F:24])([F:25])[C:21]([NH:20][CH2:19][CH2:18][CH2:17][C:13]1[CH:14]=[CH:15][CH:16]=[C:11]([C:4]#[C:3][C:2]([OH:9])([CH3:1])[C:5]([CH3:8])([CH3:7])[CH3:6])[CH:12]=1)=[O:26]. Procedure: Coupling of 3,4,4-trimethylpent-1-yn-3-ol with bromide 3 in a 1:1 mixture of DMF and triethylamine gave 2,2,2-trifluoro-N-(3-(3-(3-hydroxy-3,4,4-trimethylpent-1-ynyl)phenyl)propyl)acetamide as an orange oil. Yield (0.84 g, 73%): 1H NMR (400 MHz, CD3OD) δ 7.15-7.25 (m, 4H), 3.29 (t, J=7.2 Hz, 2H), 2.61 (t, J=8.0 Hz, 2H), 1.86 (quint, J=7.6 Hz, 2H), 1.49 (s, 3H), 1.09 (br s, 9H). Reactants: CC(C#C)(C(C)(C)C)O (3,4,4-trimethylpent-1-yn-3-ol), BrC=1C=C(C=CC1)CCCNC(C(F)(F)F)=O (N-(3-(3-bromophenyl)propyl)-2,2,2-trifluoroacetamide), CN(C)C=O (DMF).